Dataset: the Open Reaction Database (ORD), a public repository of structured organic reaction records. Task: describe an organic reaction: reactants, conditions, products, and yield Reactants: ClCCCCOC1=C(C=O)C=CC=C1 (4-chlorobutoxybenzaldehyde), CC=1SC2=C(N1)C=CC=C2 (2-methylbenzothiazole). The product is ClCCCCOC1=C(C=CC=C1)/C=C/C=1SC2=C(N1)C=CC=C2 ((E)-2-[2-(4-chlorobutoxyphenyl)ethenyl]benzothiazole). Yield: 62.5%. As a reaction SMILES: [Cl:1][CH2:2][CH2:3][CH2:4][CH2:5][O:6][C:7]1[CH:14]=[CH:13][CH:12]=[CH:11][C:8]=1[CH:9]=O.[CH3:15][C:16]1[S:17][C:18]2[CH:24]=[CH:23][CH:22]=[CH:21][C:19]=2[N:20]=1>>[Cl:1][CH2:2][CH2:3][CH2:4][CH2:5][O:6][C:7]1[CH:14]=[CH:13][CH:12]=[CH:11][C:8]=1/[CH:9]=[CH:15]/[C:16]1[S:17][C:18]2[CH:24]=[CH:23][CH:22]=[CH:21][C:19]=2[N:20]=1. Reported procedure: The procedure of Example 18 was followed starting with 4-chlorobutoxybenzaldehyde (10 g, 47 mmol) and using 2-methylbenzothiazole (6.0 ml, 47 mmol) in place of 2-methylbenzoxazole to give 10.1 g (63% yield) of (E)-2-[2-(4-chlorobutoxyphenyl)ethenyl]benzothiazole (H) as a solid, mp 98°-100° C. 1H NMR (CDCl3): δ 8.01-6.89 (m, 10H), 4.01 (t, J=5.2 Hz, 2H), 3.61 (t, J=5.2 Hz, 2H), 1.94 (m, 4H). The reactants are C(C)(=O)O[C@@H]1[C@]2(C)[C@@H](C[C@@H]1N1CCCCC1)[C@@H]1CC[C@H]3CCC(C[C@]3(C)[C@H]1CC2)=O (17β-acetyloxy-16β-(1-piperidinyl)-5α-androstan-2-one), O (water). Solvent: N1CCCCC1 (piperidine), C(=O)O (formic acid). Yields the product N1(CCCCC1)[C@@H]1CC[C@@H]2CC[C@H]3[C@@H]4C[C@@H]([C@@H]([C@@]4(C)CC[C@@H]3[C@]2(C1)C)O)N1CCCCC1 (2β,16β-di-(1-piperidinyl)-5α-androstan-17β-ol). As a reaction SMILES: C(O[C@H:5]1[C@@H:10]([N:11]2[CH2:16][CH2:15][CH2:14][CH2:13][CH2:12]2)[CH2:9][C@H:8]2[C@H:17]3[C@H:27]([CH2:28][CH2:29][C@:6]12[CH3:7])[C@:25]1([CH3:26])[C@H](CCC(=O)[CH2:24]1)CC3)(=O)C.[OH2:31]>N1CCCCC1.C(O)=O>[N:11]1([C@H:10]2[CH2:24][C@@:25]3([CH3:26])[C@@H:6]([CH2:29][CH2:28][C@@H:17]4[C@@H:27]3[CH2:28][CH2:29][C@@:6]3([CH3:7])[C@H:8]4[CH2:9][C@H:10]([N:11]4[CH2:16][CH2:15][CH2:14][CH2:13][CH2:12]4)[C@@H:5]3[OH:31])[CH2:8][CH2:9]2)[CH2:16][CH2:15][CH2:14][CH2:13][CH2:12]1. Reported procedure: A solution of 17β-acetyloxy-16β-(1-piperidinyl)-5α-androstan-2-one (8.24 g) in piperidine (36 ml) and formic acid (12 ml) was heated at reflux temperature under a nitrogen (oxygen-free) atmosphere for 4.5 h. When the solution had cooled to room temperature, water (50 ml) was added to precipitate the product, which was filtered off and washed well with water (300 ml). A solution of the crude product in diethyl ether (60 ml) was washed with water (2×100 ml), dried (MgSO4) and evaporated to dryness... Reactants: CN(C1=CC=C2C=CC(NC2=C1)=O)C (7-dimethylamino-2-quinolone), [Mg] (magnesium), C(C)(=O)O (Acetic acid). Solvent: CO (MeOH). Reaction conditions: time 2 hour. Yields the product CN(C1=CC=C2CCC(NC2=C1)=O)C (7-Dimethylamino-3,4-dihydro-2-quinolone). Yield: 36.9%. Reaction SMILES: [CH3:1][N:2]([CH3:14])[C:3]1[CH:12]=[C:11]2[C:6]([CH:7]=[CH:8][C:9](=[O:13])[NH:10]2)=[CH:5][CH:4]=1.[Mg].C(O)(=O)C>CO>[CH3:1][N:2]([CH3:14])[C:3]1[CH:12]=[C:11]2[C:6]([CH2:7][CH2:8][C:9](=[O:13])[NH:10]2)=[CH:5][CH:4]=1. Reported procedure: To a solution of 1.0 g (5.7 mmol) of 7-dimethylamino-2-quinolone [A. Rice, Ann. Chim. 48: 958-996(1958)] in 40 mL of MeOH was added 1.3 g (5.7 mmol) of magnesium. The reaction was warmed gently on a steam bath, and then was allowed to stir for two hours at room temperature. Acetic acid (8 mL) was then added and the solution filtered. The filtrate was concentrated and the residue chromatographed on 200 g of silica gel, eluting with 97.5:2.5 (v/v) CH2Cl2 :MeOH. Fractions 50-60 (12 mL/fraction) wer... Reactants: CN(CCCOC1=CC=C(C=C1)C1=CN=C(S1)NC1=CC=CC=C1)C ({5-[4-(3-dimethylamino-propoxy)-phenyl]-thiazol-2-yl}-phenyl-amine), S1C=C(C=C1)C1=CN=C(S1)NC1=CC=C(C=C1)O (4-(5-thiophen-3-yl-thiazol-2-yl-amino)-phenol), Cl.ClCCN1CCOCC1 ((2-chloroethyl)-morpholine hydrochloride). Yields the product N1(CCOCC1)CCOC1=CC=C(C=C1)NC=1SC(=CN1)C1=CSC=C1 ([4-(2-Morpholin-4-yl-ethoxy)-phenyl]-(5-thiophen-3-yl-thiazol-2-yl)-amine). As a reaction SMILES: CN(C)CCCOC1C=CC(C2SC(NC3C=CC=CC=3)=NC=2)=CC=1.[S:26]1[CH:30]=[CH:29][C:28]([C:31]2[S:35][C:34]([NH:36][C:37]3[CH:42]=[CH:41][C:40]([OH:43])=[CH:39][CH:38]=3)=[N:33][CH:32]=2)=[CH:27]1.Cl.Cl[CH2:46][CH2:47][N:48]1[CH2:53][CH2:52][O:51][CH2:50][CH2:49]1>>[N:48]1([CH2:47][CH2:46][O:43][C:40]2[CH:41]=[CH:42][C:37]([NH:36][C:34]3[S:35][C:31]([C:28]4[CH:29]=[CH:30][S:26][CH:27]=4)=[CH:32][N:33]=3)=[CH:38][CH:39]=2)[CH2:53][CH2:52][O:51][CH2:50][CH2:49]1 |f:2.3|. Procedure details: The title compound is prepared as described in Example 8 for {5-[4-(3-dimethylamino-propoxy)-phenyl]-thiazol-2-yl}-phenyl-amine but starting from 4-(5-thiophen-3-yl-thiazol-2-yl-amino)-phenol (Example 12) and using (2-chloroethyl)-morpholine hydrochloride. MPLC (CH3CN/H2O/TFA) purification affords the title compound: ES-MS: 388.0 [M+H]+; single peak at tR=2.80 min (System 2). RXN SMILES: [CH2:34]1[O:35][CH2:36][CH2:37][CH2:38]1.[CH3:1][O:2][c:3]1[cH:4][c:5]2[c:9]([cH:10][c:11]1[O:12][CH3:13])[NH:8][C:7](=[O:14])[CH2:6]2.[Cl:16][c:17]1[n:18][cH:19][n:20][c:21]2[cH:22][c:23]([O:29][CH2:30][CH2:31][O:32][CH3:33])[c:24]([O:27][CH3:28])[cH:25][c:26]12.[H-:15].[O:39]=[CH:40][N:41]([CH3:42])[CH3:43]>>[CH3:1][O:2][c:3]1[cH:4][c:5]2[c:9]([cH:10][c:11]1[O:12][CH3:13])[NH:8][C:7](=[O:14])[CH:6]2[c:17]1[n:18][cH:19][n:20][c:21]2[cH:22][c:23]([O:29][CH2:30][CH2:31][O:32][CH3:33])[c:24]([O:27][CH3:28])[cH:25][c:26]12.[ClH:16]. Product: COCCOc1cc2ncnc(C3C(=O)Nc4cc(OC)c(OC)cc43)c2cc1OC, Cl. The reactants are C1CCOC1, COc1cc2c(cc1OC)NC(=O)C2, COCCOc1cc2ncnc(Cl)c2cc1OC, [H-], CN(C)C=O. Reactants: ClC1=CC=C(C=C1)C1(CCOCC1)CC(=O)O ((4-{4-chloro-phenyl}-tetrahydro-pyran-4-yl)-acetic acid), CO (methanol). The reagents and catalysts are S(O)(O)(=O)=O (sulfuric acid). The product is COC(CC1(CCOCC1)C1=CC=C(C=C1)Cl)=O ((4-{4-chloro-phenyl}-tetrahydro-pyran-4-yl)-acetic acid methyl ester). As a reaction SMILES: [Cl:1][C:2]1[CH:7]=[CH:6][C:5]([C:8]2([CH2:14][C:15]([OH:17])=[O:16])[CH2:13][CH2:12][O:11][CH2:10][CH2:9]2)=[CH:4][CH:3]=1.[CH3:18]O>S(=O)(=O)(O)O>[CH3:18][O:16][C:15](=[O:17])[CH2:14][C:8]1([C:5]2[CH:6]=[CH:7][C:2]([Cl:1])=[CH:3][CH:4]=2)[CH2:9][CH2:10][O:11][CH2:12][CH2:13]1. Procedure: A stirred solution of (4-{4-chloro-phenyl}-tetrahydro-pyran-4-yl)-acetic acid [3.3 g, Reference Example 21(a)] in anhydrous methanol (125 mL), under argon, was treated with concentrated sulfuric acid (8 drops). This mixture was stirred at reflux temperature for 5.5 hours then evaporated. The residue was treated with ethyl acetate (35 mL) and the resulting solution was washed three times with water (10 mL), then dried over magnesium sulfate and then evaporated to give the title compound (3.12 g) ... Starting materials: C1(=CC(=CC=C1)C(=O)OC)\C=C\C1=CC=C(C=C1)C(=O)OC (dimethyl (E)-stilbene-3,4'-dicarboxylate), [OH-].[Na+] (sodium hydroxide). Solvent: COCOC (dimethoxymethane), CO (methanol). Product: C1(=CC(=CC=C1)C(=O)O)\C=C\C1=CC=C(C=C1)C(=O)O ((E)-stilbene-3,4'-dicarboxylic acid). Reaction SMILES: [C:1]1(/[CH:11]=[CH:12]/[C:13]2[CH:18]=[CH:17][C:16]([C:19]([O:21]C)=[O:20])=[CH:15][CH:14]=2)[CH:6]=[CH:5][CH:4]=[C:3]([C:7]([O:9]C)=[O:8])[CH:2]=1.[OH-].[Na+]>COCOC.CO>[C:1]1(/[CH:11]=[CH:12]/[C:13]2[CH:14]=[CH:15][C:16]([C:19]([OH:21])=[O:20])=[CH:17][CH:18]=2)[CH:6]=[CH:5][CH:4]=[C:3]([C:7]([OH:9])=[O:8])[CH:2]=1 |f:1.2|. Procedure details: A solution of 2.2 g of dimethyl (E)-stilbene-3,4'-dicarboxylate in 25 ml of dimethoxymethane and 12 ml of methanol was treated with 10 ml of 2M sodium hydroxide solution and heated under reflux for 18 hours. The reaction solution was concentrated. The aqueous residue was again diluted with water and acidified to pH 1 with 2N hydrochloric acid. The precipitate was filtered off under suction, rinsed with ice-water and dried at 60° C. overnight in a drying oven. There was obtained (E)-stilbene-3,4'... The reactants are C(CCC)OC1=NC(=C2N=C(N(C2=N1)CCCCC1CNCCC1)OC)N (2-(butyloxy)-8-(methyloxy)-9-[4-(3-piperidinyl)butyl]-9H-purin-6-amine), ICCCC (1-iodobutane). The product is NC1=C2NC(N(C2=NC(=N1)OCCCC)CCCCC1CN(CCC1)CCCC)=O (6-Amino-2-(butyloxy)-9-[4-(1-butyl-3-piperidinyl)butyl]-7,9-dihydro-8H-purin-8-one). RXN SMILES: [CH2:1]([O:5][C:6]1[N:14]=[C:13]2[C:9]([N:10]=[C:11]([O:25]C)[N:12]2[CH2:15][CH2:16][CH2:17][CH2:18][CH:19]2[CH2:24][CH2:23][CH2:22][NH:21][CH2:20]2)=[C:8]([NH2:27])[N:7]=1)[CH2:2][CH2:3][CH3:4].I[CH2:29][CH2:30][CH2:31][CH3:32]>>[NH2:27][C:8]1[N:7]=[C:6]([O:5][CH2:1][CH2:2][CH2:3][CH3:4])[N:14]=[C:13]2[C:9]=1[NH:10][C:11](=[O:25])[N:12]2[CH2:15][CH2:16][CH2:17][CH2:18][CH:19]1[CH2:24][CH2:23][CH2:22][N:21]([CH2:29][CH2:30][CH2:31][CH3:32])[CH2:20]1. Reported procedure: Prepared similarly to Example 14 from 2-(butyloxy)-8-(methyloxy)-9-[4-(3-piperidinyl)butyl]-9H-purin-6-amine and 1-iodobutane. Starting materials: ClC1=CC=C(CC2CN(C2)CCCN)C=C1 (3-[3-(4 chloro-benzyl)-azetidin-1-yl]-propylamine), C1(=CC=CC=C1)OC(NC=1SC(=NN1)CC)=O ((5-ethyl-[1,3,4]thiadiazol-2-yl)-carbamic acid phenyl ester). The solvent is CS(=O)C (DMSO). The product is ClC1=CC=C(CC2CN(C2)CCCNC(=O)NC=2SC(=NN2)CC)C=C1 (1-{3-[3-(4-chloro-benzyl)-azetidin-1-yl]-propyl}-3-(5-ethyl-[1,3,4]thiadiazol-2-yl)-urea). As a reaction SMILES: [Cl:1][C:2]1[CH:16]=[CH:15][C:5]([CH2:6][CH:7]2[CH2:10][N:9]([CH2:11][CH2:12][CH2:13][NH2:14])[CH2:8]2)=[CH:4][CH:3]=1.C1([O:23][C:24](=O)[NH:25][C:26]2[S:27][C:28]([CH2:31][CH3:32])=[N:29][N:30]=2)C=CC=CC=1>CS(C)=O>[Cl:1][C:2]1[CH:3]=[CH:4][C:5]([CH2:6][CH:7]2[CH2:10][N:9]([CH2:11][CH2:12][CH2:13][NH:14][C:24]([NH:25][C:26]3[S:27][C:28]([CH2:31][CH3:32])=[N:29][N:30]=3)=[O:23])[CH2:8]2)=[CH:15][CH:16]=1. Reported procedure: A solution of 3-[3-(4 chloro-benzyl)-azetidin-1-yl]-propylamine (0.100 mg, 0.418 mmol) and (5-ethyl-[1,3,4]thiadiazol-2-yl)-carbamic acid phenyl ester (0.11 mg, 0.439 mmol) in DMSO is stirred at room temperature for 18 hours then partitioned between ethylacetate and water. The organic phase is washed with brine and dried over magnesium sulphate and evaporated. The crude product is purified by flash silica chromatography using 5% methanol in DCM as eluent to afford 1-{3-[3-(4-chloro-benzyl)-azeti...